This data is from the Open Reaction Database (ORD), a public repository of structured organic reaction records. The task is: describe an organic reaction: reactants, conditions, products, and yield The reactants are Cn1cc(C(=O)O)c(C(F)F)n1, Cn1c(N)nc2ccccc21. Reagents/catalysts: CC(C)COC(=O)Cl (IBCF), CN1CCOCC1 (NMM). Solvent: CN(C)C=O (DMF), CN(C)C=O (DMF), CN(C)C=O (DMF), CN(C)C=O (DMF), CN(C)C=O (DMF), CN(C)C=O (DMF). Run at temperature 25 celsius, time 2 hour. The product is Cn1cc(C(=O)Nc2nc3ccccc3n2C)c(C(F)F)n1. Isolated yield 1.2%. RXN SMILES: Cn1c(N)nc2ccccc21.Cn1cc(C(=O)O)c(C(F)F)n1.CC(C)COC(=O)Cl.CN1CCOCC1.CN(C)C=O>>Cn1cc(C(=O)Nc2nc3ccccc3n2C)c(C(F)F)n1.